This data is from the Open Reaction Database (ORD), a public repository of structured organic reaction records. The task is: describe an organic reaction: reactants, conditions, products, and yield The reactants are ClC(Cl)(OC(OC(Cl)(Cl)Cl)=O)Cl (triphosgene), C(O)([O-])=O.[Na+] (sodium hydrogencarbonate), ClC1=C(N)C=CC(=C1)OC1=NC=NC2=CC(=C(C=C12)OC)OC (2-Chloro-4-[(6,7-dimethoxy-4-quinazolinyl)oxy]-aniline), C(CCC)N (butylamine). The solvent is C(C)N(CC)CC (triethylamine), C(Cl)(Cl)Cl (chloroform), C(Cl)(Cl)Cl (chloroform). Reaction conditions: time 30 minute. Product: C(CCC)NC(=O)NC1=C(C=C(C=C1)OC1=NC=NC2=CC(=C(C=C12)OC)OC)Cl (N-Butyl-N′-{2-chloro-4-[(6,7-dimethoxy-4-quinazolinyl)oxy]phenyl}urea). Yield: 46.0%. Reaction SMILES: [Cl:1][C:2]1[CH:8]=[C:7]([O:9][C:10]2[C:19]3[C:14](=[CH:15][C:16]([O:22][CH3:23])=[C:17]([O:20][CH3:21])[CH:18]=3)[N:13]=[CH:12][N:11]=2)[CH:6]=[CH:5][C:3]=1[NH2:4].ClC(Cl)(O[C:28](=[O:34])OC(Cl)(Cl)Cl)Cl.[CH2:36]([NH2:40])[CH2:37][CH2:38][CH3:39].C(=O)([O-])O.[Na+]>C(Cl)(Cl)Cl.C(N(CC)CC)C>[CH2:36]([NH:40][C:28]([NH:4][C:3]1[CH:5]=[CH:6][C:7]([O:9][C:10]2[C:19]3[C:14](=[CH:15][C:16]([O:22][CH3:23])=[C:17]([O:20][CH3:21])[CH:18]=3)[N:13]=[CH:12][N:11]=2)=[CH:8][C:2]=1[Cl:1])=[O:34])[CH2:37][CH2:38][CH3:39] |f:3.4|. Procedure: 2-Chloro-4-[(6,7-dimethoxy-4-quinazolinyl)oxy]-aniline (50 mg) was dissolved in chloroform (5 ml) and triethylamine (1 ml), and a solution of triphosgene (45 mg) in chloroform was then added to the solution. The mixture was stirred at room temperature for 30 min. Next, butylamine (22 μl) was added to the reaction solution, and the mixture was stirred at room temperature for additional 30 min. A saturated aqueous sodium hydrogencarbonate solution was added to the reaction solution, and the mixtur... The reactants are C(=O)(OC(C)(C)C)NC(CC1=C(C=C(C=C1C)O)C)C(=O)N[C@H](CCSC)C(=O)OC (methyl Boc-2,6-dimethyl-DL-tyrosyl-D-methioninate), O.[OH-].[Li+] (lithium hydroxide hydrate), solution, S([O-])(O)(=O)=O.[K+] (potassium bisulfate). Solvent: CO (methanol), O (water). Yields the product C(=O)(OC(C)(C)C)NC(CC1=C(C=C(C=C1C)O)C)C(=O)N[C@H](CCSC)C(=O)O (Boc-2,6-dimethyl-DL-tyrosyl-D-methionine). Reaction SMILES: [C:1]([NH:8][CH:9]([C:20]([NH:22][C@@H:23]([C:28]([O:30]C)=[O:29])[CH2:24][CH2:25][S:26][CH3:27])=[O:21])[CH2:10][C:11]1[C:16]([CH3:17])=[CH:15][C:14]([OH:18])=[CH:13][C:12]=1[CH3:19])([O:3][C:4]([CH3:7])([CH3:6])[CH3:5])=[O:2].O.[OH-].[Li+].S(=O)(=O)(O)[O-].[K+]>CO.O>[C:1]([NH:8][CH:9]([C:20]([NH:22][C@@H:23]([C:28]([OH:30])=[O:29])[CH2:24][CH2:25][S:26][CH3:27])=[O:21])[CH2:10][C:11]1[C:16]([CH3:17])=[CH:15][C:14]([OH:18])=[CH:13][C:12]=1[CH3:19])([O:3][C:4]([CH3:7])([CH3:6])[CH3:5])=[O:2] |f:1.2.3,4.5|. Procedure details: To a solution of 4.27 g of methyl Boc-2,6-dimethyl-DL-tyrosyl-D-methioninate in 14 ml of methanol is added a solution of 1.18 g of lithium hydroxide hydrate in 14 ml of water. The reaction mixture is stirred for 3 hours in the cold then 100 ml of a 5% solution of potassium bisulfate is added to bring the pH to 2.5 The gummy product which forms is extracted with ethyl acetate. The ethyl acetate layers are collected and combined, then washed with water and dried over magnesium sulfate. The solutio... Reactants: NC1=NC(=CC=C1)N (2,6-diaminopyridine), ClCC=O (chloroacetaldehyde). The solvent is CCO (EtOH). Run at temperature 75 celsius. Yields the product N=1C=CN2C1C=CC=C2N (Imidazo[1,2-a]pyridin-5-amine). Isolated yield 80.0%. Reaction SMILES: [NH2:1][C:2]1[CH:7]=[CH:6][CH:5]=[C:4]([NH2:8])[N:3]=1.Cl[CH2:10][CH:11]=O>CCO>[N:1]1[CH:10]=[CH:11][N:3]2[C:4]([NH2:8])=[CH:5][CH:6]=[CH:7][C:2]=12. Procedure details: 2,6-diaminopyridine (5.0 g, 46 mmol) and chloroacetaldehyde (50% wt. soln in water, 6.4 mL, 50 mmol) were dissolved in absolute EtOH (120 mL). The solution was heated at 75° C. for 1 hour. The mixture was cooled and concentrated via rotavap. The residue was taken up in saturated NaHCO3 and EtOAc. The solution was extracted with EtOAc (3 times), dried over magnesium sulfate, and concentrated to give a brown solid. 4.85 g isolated (80% yield). The reactants are CNC(C#N)COCc1ccccc1, CC(C)C[AlH]CC(C)C, Cc1ccccc1. Yields the product CNC(CN)COCc1ccccc1. RXN SMILES: [CH2:1]([c:2]1[cH:3][cH:4][cH:5][cH:6][cH:7]1)[O:8][CH2:9][CH:10]([C:11]#[N:12])[NH:13][CH3:14].[CH3:15][CH:16]([CH2:17][AlH:18][CH2:19][CH:20]([CH3:21])[CH3:22])[CH3:23].[CH3:24][c:25]1[cH:26][cH:27][cH:28][cH:29][cH:30]1>>[CH2:1]([c:2]1[cH:3][cH:4][cH:5][cH:6][cH:7]1)[O:8][CH2:9][CH:10]([CH2:11][NH2:12])[NH:13][CH3:14]. The reactants are C=Cc1cnc(C)c2ccccc12, CN1CCCC1=O, CN1CCc2[nH]c3ccc(Cl)cc3c2C1, [K+], [OH-]. Product: Cc1ncc(CCn2c3c(c4cc(Cl)ccc42)CN(C)CC3)c2ccccc12. As a reaction SMILES: [CH3:16][c:17]1[n:18][cH:19][c:20]([CH:27]=[CH2:28])[c:21]2[cH:22][cH:23][cH:24][cH:25][c:26]12.[CH3:31][N:32]1[CH2:33][CH2:34][CH2:35][C:36]1=[O:37].[Cl:1][c:2]1[cH:3][c:4]2[c:5]3[c:6]([nH:7][c:8]2[cH:9][cH:10]1)[CH2:11][CH2:12][N:13]([CH3:15])[CH2:14]3.[K+:30].[OH-:29]>>[Cl:1][c:2]1[cH:3][c:4]2[c:5]3[c:6]([n:7]([CH2:28][CH2:27][c:20]4[cH:19][n:18][c:17]([CH3:16])[c:26]5[c:21]4[cH:22][cH:23][cH:24][cH:25]5)[c:8]2[cH:9][cH:10]1)[CH2:11][CH2:12][N:13]([CH3:15])[CH2:14]3. Reactants: [BH4-], CO, COC(=O)C1CC2c3cccc4[nH]cc(c34)CC2N(C(C)C)C1, [Na+], O. Product: CC(C)N1CC(CO)CC2c3cccc4[nH]cc(c34)CC21. Reaction SMILES: [BH4-:24].[CH3:26][OH:27].[CH:1]([CH3:2])([CH3:3])[N:4]1[CH2:5][CH:6]([C:20](=[O:21])[O:22][CH3:23])[CH2:7][CH:8]2[c:9]3[cH:10][cH:11][cH:12][c:13]4[nH:14][cH:15][c:16]([c:19]34)[CH2:17][CH:18]12.[Na+:25].[OH2:28]>>[CH:1]([CH3:2])([CH3:3])[N:4]1[CH2:5][CH:6]([CH2:20][OH:21])[CH2:7][CH:8]2[c:9]3[cH:10][cH:11][cH:12][c:13]4[nH:14][cH:15][c:16]([c:19]34)[CH2:17][CH:18]12. Starting materials: C(=O)NC(C)(C)C1=CC=C(C=C1)C(=O)C(=O)C1=CC=CC=C1 (4(2-formamidoprop-2-yl)-benzil), O (water), Cl (HCl). Solvent: C(C)(=O)O (acetic acid). Yields the product NC(C)(C)C1=CC=C(C=C1)C(=O)C(=O)C1=CC=CC=C1 (4-(2-aminoprop-2-yl)-benzil). As a reaction SMILES: C([NH:3][C:4]([C:7]1[CH:12]=[CH:11][C:10]([C:13]([C:15]([C:17]2[CH:22]=[CH:21][CH:20]=[CH:19][CH:18]=2)=[O:16])=[O:14])=[CH:9][CH:8]=1)([CH3:6])[CH3:5])=O.O.Cl>C(O)(=O)C>[NH2:3][C:4]([C:7]1[CH:12]=[CH:11][C:10]([C:13]([C:15]([C:17]2[CH:18]=[CH:19][CH:20]=[CH:21][CH:22]=2)=[O:16])=[O:14])=[CH:9][CH:8]=1)([CH3:5])[CH3:6]. Procedure: 4(2-formamidoprop-2-yl)-benzil, prepared as described in Step 6 (6.17 g) was dissolved in 100 ml of glacial acetic acid, 84 ml of water and 6 ml of concentrated HCl. The mixture was stirred at reflux for 3 hours and then the solvent removed under vacuum at 60 C. The residue was converted to the free based form, extracted with organic solvent, washed with water, dried and concentrated to provide the title compound as an oil.